describe an organic reaction: reactants, conditions, products, and yield From a dataset of the Open Reaction Database (ORD), a public repository of structured organic reaction records. Starting materials: Cc1ccc2nc(-c3nc(Br)cnc3N)[nH]c2c1, O=C([O-])[O-], Cn1cc(B2OC(C)(C)C(C)(C)O2)ccc1=O, CCOC(C)=O, [K+], [K+], CN(C)C=O. Product: Cc1ccc2nc(-c3nc(-c4ccc(=O)n(C)c4)cnc3N)[nH]c2c1. RXN SMILES: [Br:1][c:2]1[n:3][c:4](-[c:9]2[n:10][c:11]3[c:12]([nH:13]2)[cH:14][c:15]([CH3:18])[cH:16][cH:17]3)[c:5]([NH2:8])[n:6][cH:7]1.[C:36](=[O:37])([O-:38])[O-:39].[CH3:19][n:20]1[c:21](=[O:35])[cH:22][cH:23][c:24]([B:26]2[O:27][C:28]([CH3:29])([CH3:30])[C:31]([CH3:32])([CH3:33])[O:34]2)[cH:25]1.[CH3:47][CH2:48][O:49][C:50]([CH3:51])=[O:52].[K+:40].[K+:41].[O:42]=[CH:43][N:44]([CH3:45])[CH3:46]>>[c:2]1(-[c:24]2[cH:23][cH:22][c:21](=[O:35])[n:20]([CH3:19])[cH:25]2)[n:3][c:4](-[c:9]2[n:10][c:11]3[c:12]([nH:13]2)[cH:14][c:15]([CH3:18])[cH:16][cH:17]3)[c:5]([NH2:8])[n:6][cH:7]1. The reactants are [BH4-].[Na+] (NaBH4), C(=O)C1=CC=C2C(=N1)SC(=N2)C (5-formyl-2-methylthiazolo[5,4-b]pyridine), [NH4+].[Cl-] (NH4Cl). The solvent is CCO (EtOH). Run at temperature 0 celsius, time 5 minute. Product: OCC1=CC=C2C(=N1)SC(=N2)C (5-(hydroxymethyl)-2-methylthiazolo[5,4-b]pyridine). RXN SMILES: [CH:1]([C:3]1[N:8]=[C:7]2[S:9][C:10]([CH3:12])=[N:11][C:6]2=[CH:5][CH:4]=1)=[O:2].[BH4-].[Na+].[NH4+].[Cl-]>CCO>[OH:2][CH2:1][C:3]1[N:8]=[C:7]2[S:9][C:10]([CH3:12])=[N:11][C:6]2=[CH:5][CH:4]=1 |f:1.2,3.4|. Reported procedure: To a suspension of the product of Step 5 (3.733 g, 21 mmol) in 200 mL of EtOH at 0° C. was added NaBH4 (800 mg, 21 mmol) and the mixture was stirred at 0° C. for 5 min. Saturated aq. NH4Cl was then added slowly and the product was extracted in EtOAc:THF 1:1, dried over Na2SO4, and purified by flash chromatography on silica with acetone: toluene 30:70; yield: 3.49 g, (92%).